From a dataset of the Open Reaction Database (ORD), a public repository of structured organic reaction records. describe an organic reaction: reactants, conditions, products, and yield Starting materials: ON1C(=CC2=CC=CC=C12)C(=O)OC (methyl 1-hydroxy-2-indolecarboxylate), Cl.NC(=N)N (guanidine hydrochloride), C[O-].[Na+] (sodium methoxide). Solvent: CO (methanol). Product: Cl.ONC(=NC(=O)C=1NC2=CC=CC=C2C1)N (1-Hydroxy-2-indoloylguanidine hydrochloride). As a reaction SMILES: O[N:2]1[C:10]2[C:5](=[CH:6][CH:7]=[CH:8][CH:9]=2)[CH:4]=[C:3]1[C:11]([O:13]C)=O.[ClH:15].[NH2:16][C:17]([NH2:19])=[NH:18].C[O-:21].[Na+]>CO>[ClH:15].[OH:21][NH:18][C:17]([NH2:19])=[N:16][C:11]([C:3]1[NH:2][C:10]2[C:5]([CH:4]=1)=[CH:6][CH:7]=[CH:8][CH:9]=2)=[O:13] |f:1.2,3.4,6.7|. Procedure details: The reaction was carried out in a manner similar to Example 1 except for using 1.00 g (5.23 mmol) of methyl 1-hydroxy-2-indolecarboxylate, 5.00 g (52.3 mmol) of guanidine hydrochloride and 50 ml of a methanol solution of 2.82 g (52.3 mmol) of sodium methoxide. 1-Hydroxy-2-indoloylguanidine hydrochloride was obtained in an amount of 0.56 g (42.0%). Reactants: C(C)(=O)N1CCC(=CC1)C1=CC(=C(C=C1F)C(C(C(=O)OCC)=COCC)=O)F (ethyl 4-(1-acetyl-1,2,3,6-tetrahydro-4-pyridyl)-α-(ethoxymethylene)-2,5-difluoro-β-oxobenzenepropionate), C1(CC1)N (cyclopropylamine). Run in C(C)OCC (ethyl ether). Run at time 22 hour. Product: C(C)(=O)N1CCC(=CC1)C1=CC(=C(C=C1F)C(C(C(=O)OCC)=CNC1CC1)=O)F (Ethyl 4-(1-acetyl-1,2,3,6-tetrahydro-4-pyridyl)-α-[(cyclopropylamino)methylene]-2,5-difluoro-β-oxobenzenepropionate). As a reaction SMILES: [C:1]([N:4]1[CH2:9][CH:8]=[C:7]([C:10]2[C:15]([F:16])=[CH:14][C:13]([C:17](=[O:28])[C:18](=[CH:24]OCC)[C:19]([O:21][CH2:22][CH3:23])=[O:20])=[C:12]([F:29])[CH:11]=2)[CH2:6][CH2:5]1)(=[O:3])[CH3:2].[CH:30]1([NH2:33])[CH2:32][CH2:31]1>C(OCC)C>[C:1]([N:4]1[CH2:9][CH:8]=[C:7]([C:10]2[C:15]([F:16])=[CH:14][C:13]([C:17](=[O:28])[C:18](=[CH:24][NH:33][CH:30]3[CH2:32][CH2:31]3)[C:19]([O:21][CH2:22][CH3:23])=[O:20])=[C:12]([F:29])[CH:11]=2)[CH2:6][CH2:5]1)(=[O:3])[CH3:2]. Reported procedure: A solution of 4.50 g (11.06 mmol) of ethyl 4-(1-acetyl-1,2,3,6-tetrahydro-4-pyridyl)-α-(ethoxymethylene)-2,5-difluoro-β-oxobenzenepropionate in 50 ml of ethyl ether was treated with 0.77 g (13.5 mmol) of cyclopropylamine and stirred for 22 hours. The title compound was isolated as a syrup after evaporation under vacuum. Starting materials: FC(OC[C@H](C)OC=1C=C(C(=O)NC2=NN(C=C2)C)C=C(C1)OCC1=CC=CC=C1)F (3-({(1S)-2-[(Difluoromethyl)oxy]-1-methylethyl}oxy)-N-(1-methyl-1H-pyrazol-3-yl)-5-[(phenylmethyl)oxy]benzamide). Solvent: C(C)O (ethanol). Reaction conditions: time 20 hour. The product is FC(OC[C@H](C)OC=1C=C(C(=O)NC2=NN(C=C2)C)C=C(C1)O)F (3-({(1S)-2-[(Difluoromethyl)oxy]-1-methylethyl}oxy)-5-hydroxy-N-(1-methyl-1H-pyrazol-3-yl)benzamide). Yield: 89.2%. As a reaction SMILES: [F:1][CH:2]([F:31])[O:3][CH2:4][C@@H:5]([O:7][C:8]1[CH:9]=[C:10]([CH:20]=[C:21]([O:23]CC2C=CC=CC=2)[CH:22]=1)[C:11]([NH:13][C:14]1[CH:18]=[CH:17][N:16]([CH3:19])[N:15]=1)=[O:12])[CH3:6]>C(O)C>[F:31][CH:2]([F:1])[O:3][CH2:4][C@@H:5]([O:7][C:8]1[CH:9]=[C:10]([CH:20]=[C:21]([OH:23])[CH:22]=1)[C:11]([NH:13][C:14]1[CH:18]=[CH:17][N:16]([CH3:19])[N:15]=1)=[O:12])[CH3:6]. Reported procedure: 3-({(1S)-2-[(Difluoromethyl)oxy]-1-methylethyl}oxy)-N-(1-methyl-1H-pyrazol-3-yl)-5-[(phenylmethyl)oxy]benzamide (0.1 g, 0.23 mmol) was dissolved in ethanol (3 mL) and THF (3 mL) and the flask evacuated and purged with argon (3 times). 10% Palladium on carbon (0.01 g) was added and the flask further evacuated and finally purged with hydrogen gas. The reaction mixture was stirred at RT for 20 hours until completion. The reaction mixture was evacuated and purged with nitrogen (3 times). The catalys... Reactants: C(CCC)C1=NC2=CC=C(C=C2C(N1CC1=CC=C(C=C1)C1=C(C=CC=C1)C1=NN=NN1C(C1=CC=CC=C1)(C1=CC=CC=C1)C1=CC=CC=C1)=O)[C@@H]1C[C@@H]2N(O1)CCC2 (CIS-(+/-)-2-Butyl-6-(hexahydropyrrolo[1,2-b]isoxazol-2-yl)-3-[[2'-[1-(triphenylmethyl)-1H-tetrazol-5-yl][1,1'-biphenyl]-4-yl]methyl]-4(3H)-quinazolinone), CO (methanol). Run in O1CCCC1 (tetrahydrofuran). Product: C(CCC)C1=NC2=CC=C(C=C2C(N1CC1=CC=C(C=C1)C1=C(C=CC=C1)C1=NN=NN1)=O)[C@@H]1C[C@@H]2N(O1)CCC2 (Cis-(+/-)-2-Butyl-6-(hexahydropyrrolo[1,2-b]isoxazol-2-yl)-3-[[2'-(1H-tetrazol-5-yl)[1,1'-biphenyl]-4-yl]methyl]-4(3H)-quinazolinone). Yield: 86.9%. RXN SMILES: [CH2:1]([C:5]1[N:14]([CH2:15][C:16]2[CH:21]=[CH:20][C:19]([C:22]3[CH:27]=[CH:26][CH:25]=[CH:24][C:23]=3[C:28]3[N:32](C(C4C=CC=CC=4)(C4C=CC=CC=4)C4C=CC=CC=4)[N:31]=[N:30][N:29]=3)=[CH:18][CH:17]=2)[C:13](=[O:52])[C:12]2[C:7](=[CH:8][CH:9]=[C:10]([C@H:53]3[O:57][N:56]4[CH2:58][CH2:59][CH2:60][C@@H:55]4[CH2:54]3)[CH:11]=2)[N:6]=1)[CH2:2][CH2:3][CH3:4].CO>O1CCCC1>[CH2:1]([C:5]1[N:14]([CH2:15][C:16]2[CH:17]=[CH:18][C:19]([C:22]3[CH:27]=[CH:26][CH:25]=[CH:24][C:23]=3[C:28]3[NH:32][N:31]=[N:30][N:29]=3)=[CH:20][CH:21]=2)[C:13](=[O:52])[C:12]2[C:7](=[CH:8][CH:9]=[C:10]([C@H:53]3[O:57][N:56]4[CH2:58][CH2:59][CH2:60][C@@H:55]4[CH2:54]3)[CH:11]=2)[N:6]=1)[CH2:2][CH2:3][CH3:4]. Procedure details: To a solution of 0.886 g of CIS-(+/-)-2-Butyl-6-(hexahydropyrrolo[1,2-b]isoxazol-2-yl)-3-[[2'-[1-(triphenylmethyl)-1H-tetrazol-5-yl][1,1'-biphenyl]-4-yl]methyl]-4(3H)-quinazolinone dissolved in 2.0 ml of tetrahydrofuran is added 10.0 ml of methanol. The reaction mixture is heated at reflux for 18 hours, cooled and concentrated in vacuo to a residue which is purified by chromatography on silica gel using 9:1 chloroform-methanol to give 0.534 g of the desired product as a white foam. FAB mass spec... Reactants: ClCCCl, CC1(C)OC(=O)C(CC(=O)O)O1, ClCCl, Cl, Cl, Fc1ccc(N2CCNCC2)cc1, On1nnc2ccccc21. Yields the product CC1(C)OC(=O)C(CC(=O)N2CCN(c3ccc(F)cc3)CC2)O1. RXN SMILES: [CH2:23]([Cl:24])[CH2:25][Cl:26].[CH3:1][C:2]1([CH3:12])[O:3][C:4](=[O:11])[CH:5]([CH2:7][C:8](=[O:9])[OH:10])[O:6]1.[Cl:42][CH2:43][Cl:44].[ClH:27].[ClH:28].[F:29][c:30]1[cH:31][cH:32][c:33]([N:36]2[CH2:37][CH2:38][NH:39][CH2:40][CH2:41]2)[cH:34][cH:35]1.[OH:13][n:14]1[c:15]2[c:16]([cH:17][cH:18][cH:19][cH:20]2)[n:21][n:22]1>>[CH3:1][C:2]1([CH3:12])[O:3][C:4](=[O:11])[CH:5]([CH2:7][C:8](=[O:10])[N:39]2[CH2:38][CH2:37][N:36]([c:33]3[cH:32][cH:31][c:30]([F:29])[cH:35][cH:34]3)[CH2:41][CH2:40]2)[O:6]1. Starting materials: C1(CC1)C(=O)N1CCN(CC1)C(=O)C=1C=C(C(=O)O)C=CC1 (3-(4-(cyclopropanecarbonyl)piperazine-1-carbonyl)benzoic acid), S(=O)(Cl)Cl (thionyl chloride). Product: C1(CC1)C(=O)N1CCN(CC1)C(=O)C=1C=C(C(=O)Cl)C=CC1 (3-(4-(cyclopropanecarbonyl)piperazine-1-carbonyl)benzoyl chloride). As a reaction SMILES: [CH:1]1([C:4]([N:6]2[CH2:11][CH2:10][N:9]([C:12]([C:14]3[CH:15]=[C:16]([CH:20]=[CH:21][CH:22]=3)[C:17](O)=[O:18])=[O:13])[CH2:8][CH2:7]2)=[O:5])[CH2:3][CH2:2]1.S(Cl)([Cl:25])=O>>[CH:1]1([C:4]([N:6]2[CH2:11][CH2:10][N:9]([C:12]([C:14]3[CH:15]=[C:16]([CH:20]=[CH:21][CH:22]=3)[C:17]([Cl:25])=[O:18])=[O:13])[CH2:8][CH2:7]2)=[O:5])[CH2:3][CH2:2]1. Reported procedure: To a solution of methyl 3-(4-(cyclopropanecarbonyl)piperazine-1-carbonyl)benzoate (0.95 g, 3 mmol) in water (10 mL) and tetrahydrofuran (10 mL) at 0° C., lithium hydroxide monohydrate (250 mg, 6 mmol) was added. The mixture was stirred at that temperature for 2 h. The resulting mixture was neutralized to pH=5 with hydrochloric acid, and extracted with ethyl acetate (100 mL×4) and concentrated to obtain a white solid of 3-(4-(cyclopropanecarbonyl)piperazine-1-carbonyl)benzoic acid (0.76 g, yield ...